From a dataset of the Open Reaction Database (ORD), a public repository of structured organic reaction records. describe an organic reaction: reactants, conditions, products, and yield Starting materials: [Li]C, CCOCC, CCS(=O)(=O)c1ccc(Oc2cc3nc(-c4ccccn4)[nH]c3cc2N2CC(O)CC2C(=O)N(C)OC)cn1, [Cl-], [NH4+], C1CCOC1. The product is CCS(=O)(=O)c1ccc(Oc2cc3nc(-c4ccccn4)[nH]c3cc2N2CC(O)CC2C(C)=O)cn1. Reaction SMILES: [CH3:1][Li:2].[CH3:3][CH2:4][O:5][CH2:6][CH3:7].[CH3:8][O:9][N:10]([C:11](=[O:12])[CH:13]1[N:14]([c:19]2[cH:20][c:21]3[c:22]([n:23][c:24](-[c:26]4[n:27][cH:28][cH:29][cH:30][cH:31]4)[nH:25]3)[cH:32][c:33]2[O:34][c:35]2[cH:36][n:37][c:38]([S:41](=[O:42])(=[O:43])[CH2:44][CH3:45])[cH:39][cH:40]2)[CH2:15][CH:16]([OH:18])[CH2:17]1)[CH3:46].[Cl-:47].[NH4+:48].[O:49]1[CH2:50][CH2:51][CH2:52][CH2:53]1>>[CH3:3][C:11](=[O:12])[CH:13]1[N:14]([c:19]2[cH:20][c:21]3[c:22]([n:23][c:24](-[c:26]4[n:27][cH:28][cH:29][cH:30][cH:31]4)[nH:25]3)[cH:32][c:33]2[O:34][c:35]2[cH:36][n:37][c:38]([S:41](=[O:42])(=[O:43])[CH2:44][CH3:45])[cH:39][cH:40]2)[CH2:15][CH:16]([OH:18])[CH2:17]1. Starting materials: Clc1ccccc1Cl, O=S(=O)(Cl)c1cc(C(F)(F)F)ccc1Cl, Nc1ccc(C(F)(F)F)cc1Cl, c1ccncc1. Yields the product O=S(=O)(Nc1ccc(C(F)(F)F)cc1Cl)c1cc(C(F)(F)F)ccc1Cl. Reaction SMILES: [Cl:1][c:2]1[cH:3][cH:4][cH:5][cH:6][c:7]1[Cl:8].[Cl:21][c:22]1[c:23]([S:32](=[O:33])(=[O:34])[Cl:35])[cH:24][c:25]([C:28]([F:29])([F:30])[F:31])[cH:26][cH:27]1.[Cl:9][c:10]1[c:11]([NH2:12])[cH:13][cH:14][c:15]([C:17]([F:18])([F:19])[F:20])[cH:16]1.[cH:36]1[cH:37][cH:38][n:39][cH:40][cH:41]1>>[Cl:9][c:10]1[c:11]([NH:12][S:32]([c:23]2[c:22]([Cl:21])[cH:27][cH:26][c:25]([C:28]([F:29])([F:30])[F:31])[cH:24]2)(=[O:33])=[O:34])[cH:13][cH:14][c:15]([C:17]([F:18])([F:19])[F:20])[cH:16]1. Starting materials: BrC=1C=NC=C(C1)OC=1C=NC=CC1 (3-bromo-5-(pyridin-3-yloxy)pyridine), C1(=CC=CC=C1)P(C1=CC=CC=C1)C1=CC=CC=C1 (triphenylphosphine), CN(C)C=O (DMF). The reagents and catalysts are [C-]#N.[Zn+2].[C-]#N (zinc cyanide), C(C)(=O)[O-].[Pd+2].C(C)(=O)[O-] (palladium(II) acetate). Conditions: time 2 hour. Product: N1=CC(=CC=C1)OC=1C=NC=C(C#N)C1 (5-(pyridin-3-yloxy)nicotinonitrile). The yield is 100.0%. Reaction SMILES: C1(P(C2C=CC=CC=2)C2C=CC=CC=2)C=CC=CC=1.Br[C:21]1[CH:22]=[N:23][CH:24]=[C:25]([O:27][C:28]2[CH:29]=[N:30][CH:31]=[CH:32][CH:33]=2)[CH:26]=1.[CH3:34][N:35](C=O)C>C([O-])(=O)C.[Pd+2].C([O-])(=O)C.[C-]#N.[Zn+2].[C-]#N>[N:30]1[CH:31]=[CH:32][CH:33]=[C:28]([O:27][C:25]2[CH:24]=[N:23][CH:22]=[C:21]([CH:26]=2)[C:34]#[N:35])[CH:29]=1 |f:3.4.5,6.7.8|. Procedure details: A mixture of polymer-bound triphenylphosphine (230 mg, 0.597 mmol, 0.150 eq) and palladium(II) acetate (63 mg, 0.28 mmol, 0.070 eq) in DMF (12 mL) stirred under argon at rt for 2 h. The supernatant DMF was removed, and fresh DMF (12 mL) was added. Compound 4 (1.0 g, 3.9 mmol, 1.0 eq) and zinc cyanide (470 mg, 4.00 mmol, 1.00 eq) were added, and the vial was subjected to microwave irradiation at 150° C. for 25 minutes. The resin was washed with ether, and the collected filtrate was washed (3×) wi... Reactants: Cl, [Na+], [OH-], O=C(O)c1csc2ccc(OS(=O)(=O)c3ccccc3)cc12. The product is O=C(O)c1csc2ccc(O)cc12. RXN SMILES: [ClH:23].[Na+:25].[OH-:24].[c:1]1([S:2](=[O:3])(=[O:4])[O:10][c:11]2[cH:12][c:13]3[c:14]([s:15][cH:16][c:17]3[C:18](=[O:19])[OH:20])[cH:21][cH:22]2)[cH:5][cH:6][cH:7][cH:8][cH:9]1>>[OH:10][c:11]1[cH:12][c:13]2[c:14]([s:15][cH:16][c:17]2[C:18](=[O:19])[OH:20])[cH:21][cH:22]1.